From a dataset of the Open Reaction Database (ORD), a public repository of structured organic reaction records. describe an organic reaction: reactants, conditions, products, and yield Starting materials: CN(C)CCN(CCNc1ccc([N+](=O)[O-])cn1)S(=O)(=O)c1ccccc1[N+](=O)[O-], [K+], [K+], O=C([O-])[O-], CN(C)C=O, O. The product is CN(C)CCNCCNc1ccc([N+](=O)[O-])cn1. Reaction SMILES: [CH3:1][N:2]([CH2:3][CH2:4][N:5]([S:6]([c:7]1[cH:8][cH:9][cH:10][cH:11][c:12]1[N+:13]([O-:14])=[O:15])(=[O:16])=[O:17])[CH2:18][CH2:19][NH:20][c:21]1[n:22][cH:23][c:24]([N+:27](=[O:28])[O-:29])[cH:25][cH:26]1)[CH3:30].[K+:36].[K+:37].[O-:38][C:39]([O-:40])=[O:41].[O:31]=[CH:32][N:33]([CH3:34])[CH3:35].[OH2:42]>>[CH3:1][N:2]([CH2:3][CH2:4][NH:5][CH2:18][CH2:19][NH:20][c:21]1[n:22][cH:23][c:24]([N+:27](=[O:28])[O-:29])[cH:25][cH:26]1)[CH3:30]. The reactants are S(=O)(Cl)Cl (thionyl chloride), C(C)OCC(CN1CCN(CC1)CCCCCC)O (1-ethoxy-3-(4-hexylpiperazin-1-yl)-2-propanol), C([O-])(O)=O.[Na+] (sodium bicarbonate). The solvent is C(Cl)(Cl)Cl (chloroform). The product is ClC(CN1CCN(CC1)CCCCCC)COCC (1-(2-Chloro-3-ethoxypropyl)-4-hexylpiperazine). As a reaction SMILES: S(Cl)([Cl:3])=O.[CH2:5]([O:7][CH2:8][CH:9](O)[CH2:10][N:11]1[CH2:16][CH2:15][N:14]([CH2:17][CH2:18][CH2:19][CH2:20][CH2:21][CH3:22])[CH2:13][CH2:12]1)[CH3:6].C(=O)(O)[O-].[Na+]>C(Cl)(Cl)Cl>[Cl:3][CH:9]([CH2:8][O:7][CH2:5][CH3:6])[CH2:10][N:11]1[CH2:16][CH2:15][N:14]([CH2:17][CH2:18][CH2:19][CH2:20][CH2:21][CH3:22])[CH2:13][CH2:12]1 |f:2.3|. Procedure: To 100 mL of chloroform is added 24 g (0.2 mol) of thionyl chloride and 27.2 g (0.1 mol) of 1-ethoxy-3-(4-hexylpiperazin-1-yl)-2-propanol. Reflux the reaction and monitor by thin-layer chromatography. Upon completion add saturated aqueous sodium bicarbonate until gas evolution ceases. Dry the organic phase over Na2SO4. Filter the drying agent and evaporate the solvent in vacuo to obtain the title compound.